This data is from the Open Reaction Database (ORD), a public repository of structured organic reaction records. The task is: describe an organic reaction: reactants, conditions, products, and yield Reactants: ClC=1C=C(C=CC1OC(C)C)C1=NC(=NO1)C=1C=C2C=CN(C2=CC1)CCC(=O)OCC (Ethyl 3-[5-(5-{3-chloro-4-[(1-methylethyl)oxy]phenyl}-1,2,4-oxadiazol-3-yl)-1H-indol-1-yl]propanoate), [OH-].[Na+] (NaOH). Solvent: CCO (EtOH). Run at time 4 hour. Yields the product ClC=1C=C(C=CC1OC(C)C)C1=NC(=NO1)C=1C=C2C=CN(C2=CC1)CCC(=O)O (3-[5-(5-{3-Chloro-4-[(1-methylethyl)oxy]phenyl}-1,2,4-oxadiazol-3-yl)-1H-indol-1-yl]propanoic acid). RXN SMILES: [Cl:1][C:2]1[CH:3]=[C:4]([C:12]2[O:16][N:15]=[C:14]([C:17]3[CH:18]=[C:19]4[C:23](=[CH:24][CH:25]=3)[N:22]([CH2:26][CH2:27][C:28]([O:30]CC)=[O:29])[CH:21]=[CH:20]4)[N:13]=2)[CH:5]=[CH:6][C:7]=1[O:8][CH:9]([CH3:11])[CH3:10].[OH-].[Na+]>CCO>[Cl:1][C:2]1[CH:3]=[C:4]([C:12]2[O:16][N:15]=[C:14]([C:17]3[CH:18]=[C:19]4[C:23](=[CH:24][CH:25]=3)[N:22]([CH2:26][CH2:27][C:28]([OH:30])=[O:29])[CH:21]=[CH:20]4)[N:13]=2)[CH:5]=[CH:6][C:7]=1[O:8][CH:9]([CH3:11])[CH3:10] |f:1.2|. Procedure: D6 MF105672-178A2 (38 mg) was dissolved in EtOH, treated with 12.5 M aqueous NaOH (2 ml) and stirred at RT for 4 hours. The reaction mixture was evaporated, re-dissolved in H2O and washed with diethyl ether. The aqueous solution was acidified then extracted with DCM. The DCM solutions were combined, dried over MgSO4, filtered and evaporated to give the title compound MF105672-181A1 (5 mg) as a pale yellow solid. δH (CDCl3, 400 MHz): 1.44 (6H, d), 2.94 (2H, t), 4.51 (2H, t), 4.73 (1H, septet), 6.... Reactants: CCO, CO, Cl, COC(=O)Oc1cc(Nc2ncnc3cc([N+](=O)[O-])ccc23)c(F)cc1C. Yields the product Cl, COC(=O)Oc1cc(Nc2ncnc3cc(N)ccc23)c(F)cc1C. As a reaction SMILES: [CH3:29][CH2:30][OH:31].[CH3:32][OH:33].[ClH:1].[F:2][c:3]1[c:4]([NH:5][c:6]2[n:7][cH:8][n:9][c:10]3[cH:11][c:12]([N+:16]([O-:17])=[O:18])[cH:13][cH:14][c:15]23)[cH:19][c:20]([O:24][C:25](=[O:26])[O:27][CH3:28])[c:21]([CH3:23])[cH:22]1>>[ClH:1].[F:2][c:3]1[c:4]([NH:5][c:6]2[n:7][cH:8][n:9][c:10]3[cH:11][c:12]([NH2:16])[cH:13][cH:14][c:15]23)[cH:19][c:20]([O:24][C:25](=[O:26])[O:27][CH3:28])[c:21]([CH3:23])[cH:22]1. Reactants: S(O)(O)(=O)=O (sulphuric acid), C(C)OC(=O)C1=NC=C(C=C1C(=O)OCC)CC (5-ethylpyridine-2,3-dicarboxylic acid diethyl ester), ammonium peroxydisulphate (NH4)2S2O8, C(=O)=O (CO2), C1(CC1)C(=O)O (cyclopropanecarboxylic acid). The reagents and catalysts are [N+](=O)([O-])[O-].[Ag+] (silver nitrate). Run in O (water). Yields the product C(C)C=1C=C(C(=NC1C1CC1)C(=O)O)C(=O)O (5-ethyl-6-cyclopropyl-pyridine-2,3-dicarboxylic acid). The yield is 42.7%. RXN SMILES: S(=O)(=O)(O)O.C([O:8][C:9]([C:11]1[C:16]([C:17]([O:19]CC)=[O:18])=[CH:15][C:14]([CH2:22][CH3:23])=[CH:13][N:12]=1)=[O:10])C.[CH:24]1(C(O)=O)[CH2:26][CH2:25]1.C(=O)=O>O.[N+]([O-])([O-])=O.[Ag+]>[CH2:22]([C:14]1[CH:15]=[C:16]([C:17]([OH:19])=[O:18])[C:11]([C:9]([OH:8])=[O:10])=[N:12][C:13]=1[CH:24]1[CH2:26][CH2:25]1)[CH3:23] |f:5.6|. Procedure: There is added to a solution of 32 ml of concentrated sulphuric acid and 6.8 g of silver nitrate (AgNO3) in 400 ml of water first of all 50 g of 5-ethylpyridine-2,3-dicarboxylic acid diethyl ester and, when a homogeneous solution has been obtained, 25.8 g of cyclopropanecarboxylic acid. The solution is then heated to 70° and a solution of 68.2 g of ammonium peroxydisulphate (NH4)2S2O8 is added dropwise thereto while stirring vigorously. When the evolution of CO2 has ceased, the reaction mixture ... RXN SMILES: [K].[K].[C:3]12([C:13]3[CH:18]=[C:17]([C:19]45[CH2:28][CH:23]6[CH2:24][CH:25]([CH2:27][CH:21]([CH2:22]6)[CH2:20]4)[CH2:26]5)[C:16]([O:29][C:30]4[CH:35]=[CH:34][C:33]([C:36]([OH:38])=[O:37])=[CH:32][CH:31]=4)=[CH:15][C:14]=3[O:39][C:40]3[CH:45]=[CH:44][C:43]([C:46]([OH:48])=[O:47])=[CH:42][CH:41]=3)[CH2:12][CH:7]3[CH2:8][CH:9]([CH2:11][CH:5]([CH2:6]3)[CH2:4]1)[CH2:10]2.[Cl:49]CCCl.S(Cl)([Cl:55])=O.C1(C=CC(O)=CC=1)O>CN(C)C=O>[Cl-:49].[Cl-:55].[C:3]12([C:13]3[CH:18]=[C:17]([C:19]45[CH2:20][CH:21]6[CH2:27][CH:25]([CH2:24][CH:23]([CH2:22]6)[CH2:28]4)[CH2:26]5)[C:16]([O:29][C:30]4[CH:31]=[CH:32][C:33]([C:36]([OH:38])=[O:37])=[CH:34][CH:35]=4)=[CH:15][C:14]=3[O:39][C:40]3[CH:45]=[CH:44][C:43]([C:46]([OH:48])=[O:47])=[CH:42][CH:41]=3)[CH2:12][CH:7]3[CH2:8][CH:9]([CH2:11][CH:5]([CH2:6]3)[CH2:4]1)[CH2:10]2 |f:0.1.2,7.8.9,^1:0,1|. Isolated yield 66.0%. Product: [Cl-].[Cl-].C12(CC3CC(CC(C1)C3)C2)C2=C(C=C(C(=C2)C23CC1CC(CC(C2)C1)C3)OC3=CC=C(C=C3)C(=O)O)OC3=CC=C(C=C3)C(=O)O (4,6-di(1-adamantyl)-1,3-bis(4-carboxy-phenoxy)benzene-dichloride). The reactants are C1(O)=CC=C(O)C=C1 (hydroquinone), [K].[K].C12(CC3CC(CC(C1)C3)C2)C2=C(C=C(C(=C2)C23CC1CC(CC(C2)C1)C3)OC3=CC=C(C=C3)C(=O)O)OC3=CC=C(C=C3)C(=O)O (4,6-di(1-adamantyl)-1,3-bis(4-carboxy-phenoxy)benzene dipotassium salt), ClCCCl (1,2-dichloroethane), S(=O)(Cl)Cl (thionyl chloride). Procedure details: Next, 62.5 g of the 4,6-di(1-adamantyl)-1,3-bis(4-carboxy-phenoxy)benzene dipotassium salt obtained above (90 mmol), 200 mL of 1,2-dichloroethane and a stirrer were charged in a 2 L recovery flask. Then, 178.5 g of thionyl chloride mol) was gradually added thereto with agitating at 5° C. or less. After the addition, 1.5 mL of N,N-dimethylformamide and 1.5 g of hydroquinone were added and agitated at 45 to 50° C. for three hours. After reaction solution was filtered, solvent was removed from the ... Solvent: CN(C=O)C (N,N-dimethylformamide). The reactants are C([O-])(O)=O.[Na+] (sodium bicarbonate), CO/N=C(/C1=CC=CO1)\C(=O)N[C@H]2[C@@H]3N(C2=O)C(=C(CS3)COC(=O)N)C(=O)[O-].[Na+] (sodium cefuroxime), C([O-])([O-])=O.[K+].[K+] (potassium carbonate), C(C)(=O)OC(C)Br ((RS) 1-acetoxyethyl bromide). The solvent is C(C)(=O)OCC (ethyl acetate), CC(=O)N(C)C (dimethylacetamide). Reaction conditions: time 1 hour. The product is CC(OC(=O)C)OC(=O)C1=C(CS[C@H]2N1C(=O)[C@H]2NC(=O)/C(=N\OC)/C3=CC=CO3)COC(=O)N (cefuroxime axetil). As a reaction SMILES: [CH3:1][O:2]/[N:3]=[C:4](\[C:10]([NH:12][C@@H:13]1[C:16](=[O:17])[N:15]2[C:18]([C:27]([O-:29])=[O:28])=[C:19]([CH2:22][O:23][C:24]([NH2:26])=[O:25])[CH2:20][S:21][C@H:14]12)=[O:11])/[C:5]1[O:9][CH:8]=[CH:7][CH:6]=1.[Na+].[C:31]([O:34][CH:35](Br)[CH3:36])(=[O:33])[CH3:32].C(=O)([O-])[O-].[K+].[K+].C(=O)(O)[O-].[Na+]>CC(N(C)C)=O.C(OCC)(=O)C>[CH3:36][CH:35]([O:28][C:27]([C:18]1[N:15]2[C:16]([C@@H:13]([NH:12][C:10](/[C:4](/[C:5]3[O:9][CH:8]=[CH:7][CH:6]=3)=[N:3]\[O:2][CH3:1])=[O:11])[C@H:14]2[S:21][CH2:20][C:19]=1[CH2:22][O:23][C:24]([NH2:26])=[O:25])=[O:17])=[O:29])[O:34][C:31]([CH3:32])=[O:33] |f:0.1,3.4.5,6.7|. Procedure: A slurry of sodium cefuroxime (20 g) in dimethylacetamide (100 ml) was cooled to 14° and (RS) 1-acetoxyethyl bromide (10 ml) was added. The mixture was stirred at 14° for 45 minutes before anhydrous potassium carbonate (0.5 g) was added. After stirring for a further 45 minutes ethyl acetate (200 ml) and 3% sodium bicarbonate solution (200 ml) were added. The mixture was stirred at ambient temperature for 1 hour and the two phases were allowed to separate. The aqueous layer was washed with ethyl ...